From a dataset of the Open Reaction Database (ORD), a public repository of structured organic reaction records. describe an organic reaction: reactants, conditions, products, and yield Solvent: CO (methanol). Conditions: time 2 hour. The yield is 99.2%. As a reaction SMILES: [CH3:1][O:2][C:3]1[CH:8]=[CH:7][C:6]([S:9](/[CH:12]=[C:13](\[CH2:17][CH2:18][CH3:19])/[C:14]([OH:16])=[O:15])(=[O:11])=[O:10])=[CH:5][CH:4]=1.F[B-](F)(F)F.[H][H]>CO>[CH3:1][O:2][C:3]1[CH:8]=[CH:7][C:6]([S:9]([CH2:12][CH:13]([CH2:17][CH2:18][CH3:19])[C:14]([OH:16])=[O:15])(=[O:11])=[O:10])=[CH:5][CH:4]=1. The product is COC1=CC=C(C=C1)S(=O)(=O)CC(C(=O)O)CCC (2-(4-Methoxybenzenesulfonylmethyl)pentanoic acid). Reported procedure: (E)-3-(4-Methoxybenzenesulfonyl)-2-propylacrylic acid (1.0 g, 3.52 mmol) was dissolved in degassed methanol (15 ml) and [(S,S)-MeDuPHOS Rh (COD)]BF4 (22 mg, 3.52×10−2 mmol) was added under a stream of nitrogen. This solution was injected into the pressure vessel under nitrogen, and then the bomb was charged with hydrogen. The mixture was hydrogenated at 1035 kPa (150 psi) for 2 hour at room temperature. The methanol was removed under reduced pressure to give the title compound (1.0 g, 99% yield)... The reactants are F[B-](F)(F)F (BF4), COC1=CC=C(C=C1)S(=O)(=O)/C=C(/C(=O)O)\CCC ((E)-3-(4-Methoxybenzenesulfonyl)-2-propylacrylic acid), [H][H] (hydrogen).